Dataset: the Open Reaction Database (ORD), a public repository of structured organic reaction records. Task: describe an organic reaction: reactants, conditions, products, and yield The reactants are CC(=O)CCCBr, CC#N, c1c[nH]cn1. The product is CC(=O)CCCn1ccnc1. As a reaction SMILES: [Br:1][CH2:2][CH2:3][CH2:4][C:5]([CH3:6])=[O:7].[CH3:13][C:14]#[N:15].[nH:8]1[cH:9][n:10][cH:11][cH:12]1>>[CH2:2]([CH2:3][CH2:4][C:5]([CH3:6])=[O:7])[n:8]1[cH:9][n:10][cH:11][cH:12]1. Starting materials: FC1=CC=C(CN2C(C=3C(=C4C=CC=NC4=C(C3C2=O)O[Si](C(C)C)(C(C)C)C(C)C)OC)(C)O)C=C1 (7-(4-Fluoro-benzyl)-6-hydroxy-5-methoxy-6-methyl-9-triisopropylsilanyloxy-6,7-dihydro-pyrrolo[3,4-g]quinolin-8-one), C(=O)(C(F)(F)F)O (TFA). Run in C(Cl)Cl (CH2Cl2). Yields the product FC1=CC=C(CN2C(C=3C(=C4C=CC=NC4=C(C3C2=O)O)OC)=C)C=C1 (7-(4-Fluoro-benzyl)-9-hydroxy-5-methoxy-6-methylene-6,7-dihydro-pyrrolo[3,4-g]quinolin-8-one). Reaction SMILES: [F:1][C:2]1[CH:37]=[CH:36][C:5]([CH2:6][N:7]2[C:19](=[O:20])[C:18]3[C:17]([O:21][Si](C(C)C)(C(C)C)C(C)C)=[C:16]4[C:11]([CH:12]=[CH:13][CH:14]=[N:15]4)=[C:10]([O:32][CH3:33])[C:9]=3[C:8]2(O)[CH3:34])=[CH:4][CH:3]=1.C(O)(C(F)(F)F)=O>C(Cl)Cl>[F:1][C:2]1[CH:3]=[CH:4][C:5]([CH2:6][N:7]2[C:19](=[O:20])[C:18]3[C:17]([OH:21])=[C:16]4[C:11]([CH:12]=[CH:13][CH:14]=[N:15]4)=[C:10]([O:32][CH3:33])[C:9]=3[C:8]2=[CH2:34])=[CH:36][CH:37]=1. Reported procedure: A solution of 16 (10 mg, 0.019 mmol) in 3 mL of CH2Cl2 and TFA (30 μL, 0.389 mmol) was aged for 18 hours. Analysis of the reaction demonstrated complete conversion of starting materials to the product. The solvents were removed under reduced pressure. The residue was dissolved in EtOAc and precipitated with hexanes. The mother liquor was removed and the solid residue was washed with hexanes and subsequently with Et2O to yield the product 17 as a solid. 1H NMR (300 MHz, CDCl3) δ 3.97 (s, 3H), 4.9... Procedure details: 0.5 g (0.00147 mol) of 1-benzyl-piperidin-4-yl 3-nitro-benzoate was dissolved in 20 ml of ethanol and treated with 0.3 g of Raney-nickel under argon. The mixture was hydrogenated at room temperature under normal pressure for 4 hrs. The catalyst was filtered off, the filtrate was concentrated and the residue was chromatographed over silica gel with ethyl acetate/hexane 1:1 as the eluent. 0.372 g (82%) of 1-benzyl-piperidin-4-yl 3-amino-benzoate was obtained as white crystals; m.p. 70°-71°. Yield: 81.5%. Run at time 4 hour. Reactants: [N+](=O)([O-])C=1C=C(C(=O)OC2CCN(CC2)CC2=CC=CC=C2)C=CC1 (1-benzyl-piperidin-4-yl 3-nitro-benzoate). The solvent is C(C)O (ethanol). Reaction SMILES: [N+:1]([C:4]1[CH:5]=[C:6]([CH:23]=[CH:24][CH:25]=1)[C:7]([O:9][CH:10]1[CH2:15][CH2:14][N:13]([CH2:16][C:17]2[CH:22]=[CH:21][CH:20]=[CH:19][CH:18]=2)[CH2:12][CH2:11]1)=[O:8])([O-])=O>C(O)C.[Ni]>[NH2:1][C:4]1[CH:5]=[C:6]([CH:23]=[CH:24][CH:25]=1)[C:7]([O:9][CH:10]1[CH2:11][CH2:12][N:13]([CH2:16][C:17]2[CH:22]=[CH:21][CH:20]=[CH:19][CH:18]=2)[CH2:14][CH2:15]1)=[O:8]. Reagents/catalysts: [Ni] (Raney-nickel). The product is NC=1C=C(C(=O)OC2CCN(CC2)CC2=CC=CC=C2)C=CC1 (1-benzyl-piperidin-4-yl 3-amino-benzoate). Reactants: CO, [O-][I+3]([O-])([O-])[O-], Nc1ncccn1, Nc1ccn(C2OC(CO)C(O)C2O)c(=O)n1, [Na+], O. Product: Nc1ccn(C2OC(CO)C(O)N(c3ncccn3)C2O)c(=O)n1. As a reaction SMILES: [CH3:31][OH:32].[I+3:25]([O-:26])([O-:27])([O-:28])[O-:29].[NH2:18][c:19]1[n:20][cH:21][cH:22][cH:23][n:24]1.[NH2:1][c:2]1[cH:3][cH:4][n:5]([CH:6]2[O:7][CH:8]([CH2:9][OH:10])[CH:11]([OH:12])[CH:13]2[OH:14])[c:15](=[O:16])[n:17]1.[Na+:30].[OH2:33]>>[NH2:1][c:2]1[cH:3][cH:4][n:5]([CH:6]2[O:7][CH:8]([CH2:9][OH:10])[CH:11]([OH:12])[N:18]([c:19]3[n:20][cH:21][cH:22][cH:23][n:24]3)[CH:13]2[OH:14])[c:15](=[O:16])[n:17]1. Reactants: C1CCNCC1, CC(C)O, ClC(Cl)Cl, CC(NC(=O)OCC1c2ccccc2-c2ccccc21)C(=O)NC(C)c1ccc(F)cc1-c1cccc2cc(-c3nc(NCCn4ccnn4)ncc3F)sc12. The product is CC(N)C(=O)NC(C)c1ccc(F)cc1-c1cccc2cc(-c3nc(NCCn4ccnn4)ncc3F)sc12. Reaction SMILES: [CH2:57]1[CH2:58][CH2:59][NH:60][CH2:61][CH2:62]1.[CH:63]([OH:64])([CH3:65])[CH3:66].[CH:67]([Cl:68])([Cl:69])[Cl:70].[cH:1]1[c:2]2[c:14]([cH:15][cH:16][cH:56]1)-[c:9]1[c:8]([cH:13][cH:12][cH:11][cH:10]1)[CH:3]2[CH2:4][O:5][C:6](=[O:7])[NH:17][CH:18]([CH3:19])[C:20]([NH:21][CH:22]([CH3:23])[c:24]1[c:25](-[c:31]2[cH:32][cH:33][cH:34][c:35]3[c:36]2[s:37][c:38](-[c:40]2[n:41][c:42]([NH:47][CH2:48][CH2:49][n:50]4[n:51][n:52][cH:53][cH:54]4)[n:43][cH:44][c:45]2[F:46])[cH:39]3)[cH:26][c:27]([F:30])[cH:28][cH:29]1)=[O:55]>>[NH2:17][CH:18]([CH3:19])[C:20]([NH:21][CH:22]([CH3:23])[c:24]1[c:25](-[c:31]2[cH:32][cH:33][cH:34][c:35]3[c:36]2[s:37][c:38](-[c:40]2[n:41][c:42]([NH:47][CH2:48][CH2:49][n:50]4[n:51][n:52][cH:53][cH:54]4)[n:43][cH:44][c:45]2[F:46])[cH:39]3)[cH:26][c:27]([F:30])[cH:28][cH:29]1)=[O:55]. Reactants: BrC1=CC=C(C=C1)Cl (4-Bromochlorobenzene), C(CCC)[Li] (n-butyllithium), C1(=CC=CC=C1)C (Toluene), B(OC(C)C)(OC(C)C)OC(C)C (triisopropyl borate), C(CCC)[Li] (n-butyllithium), B(OC(C)C)(OC(C)C)OC(C)C (triisopropyl borate). The solvent is O1CCCC1 (tetrahydrofuran). Conditions: temperature -20 celsius, time 1 hour. The product is ClC1=CC=C(C=C1)OB(O)O (4-chlorophenylboric acid). RXN SMILES: Br[C:2]1[CH:7]=[CH:6][C:5]([Cl:8])=[CH:4][CH:3]=1.C1(C)C=CC=CC=1.[B:16]([O:25]C(C)C)([O:21]C(C)C)[O:17]C(C)C.C([Li])CCC>O1CCCC1>[Cl:8][C:5]1[CH:6]=[CH:7][C:2]([O:17][B:16]([OH:25])[OH:21])=[CH:3][CH:4]=1. Procedure: 4-Bromochlorobenzene (70.6 g) is added into a four mouth flask connecting with a mechanical stirring apparatus, two constant pressure funnels and a temperature probe. Toluene (588.3 ml) and tetrahydrofuran (THF) (147 ml) are added under stiffing at room temperature under argon, and dissolved to obtain a colorless transparent liquid. Then triisopropyl borate (109.2 ml) and n-butyllithium (176.4 ml, 2.5M in hexane) are respectively added into two constant pressure funnels, and cooled the inner tem... Starting materials: CCCNS(=O)(=O)Cl, ClCCl, COC(=O)c1c(F)ccc(N)c1F. The product is CCCNS(=O)(=O)Nc1ccc(F)c(C(=O)OC)c1F. Reaction SMILES: [CH2:1]([CH2:2][CH3:3])[NH:4][S:5](=[O:6])(=[O:7])[Cl:8].[Cl:22][CH2:23][Cl:24].[NH2:9][c:10]1[c:11]([F:21])[c:12]([C:13](=[O:14])[O:15][CH3:16])[c:17]([F:20])[cH:18][cH:19]1>>[CH2:1]([CH2:2][CH3:3])[NH:4][S:5](=[O:6])(=[O:7])[NH:9][c:10]1[c:11]([F:21])[c:12]([C:13](=[O:14])[O:15][CH3:16])[c:17]([F:20])[cH:18][cH:19]1. Starting materials: C([O-])([O-])=O.[Na+].[Na+] (Sodium carbonate), ClC1=C(C=C(C=C1)CC(C)=O)S(=O)(=O)Cl (2-Chloro-5-(2-oxopropyl)-benzenesulphonyl chloride), CN1CCNCC1 (1-methyl piperazine). Run in O1CCOCC1 (dioxan). The product is ClC1=C(C=C(C=C1)CC(C)=O)S(=O)(=O)N1CCN(CC1)C (1-[4-Chloro-3-(4-methyl-piperazine-1-sulfonyl)-phenyl]-propan-2-one). RXN SMILES: [Cl:1][C:2]1[CH:7]=[CH:6][C:5]([CH2:8][C:9](=[O:11])[CH3:10])=[CH:4][C:3]=1[S:12](Cl)(=[O:14])=[O:13].C(=O)([O-])[O-].[Na+].[Na+].[CH3:22][N:23]1[CH2:28][CH2:27][NH:26][CH2:25][CH2:24]1>O1CCOCC1>[Cl:1][C:2]1[CH:7]=[CH:6][C:5]([CH2:8][C:9](=[O:11])[CH3:10])=[CH:4][C:3]=1[S:12]([N:26]1[CH2:27][CH2:28][N:23]([CH3:22])[CH2:24][CH2:25]1)(=[O:14])=[O:13] |f:1.2.3|. Procedure details: 2-Chloro-5-(2-oxopropyl)-benzenesulphonyl chloride (174a) (2.0 g, 7.5 mmol) is dissolved in dioxan (50 ml) with stirring. Sodium carbonate (7.5 ml, 2M solution, 2 eq.) is added followed by 1-methyl piperazine (0.75 g, 7.5 mmol). After 30 min the reaction mixture is poured onto water (250 ml) and extracted with ethyl acetate (3×100 ml). The combined organic extracts are washed with water (2×100 ml) followed by brine (100 ml) and dried (MgSO4). After filtration the solvent is removed and the produ... Reactants: N[C@@]1([C@@H](COC1)C(=O)O)C1=C(C=CC=C1)F ((±)-(3S*,4S*)-4-Amino-4-(2-fluorophenyl)tetrahydrofuran-3-carboxylic acid), S(O)(O)(=O)=O (Sulphuric acid), CO (Methanol). Run at temperature 70 celsius, time 8 hour. The product is N[C@@]1([C@@H](COC1)C(=O)OC)C1=C(C=CC=C1)F (Methyl (±)-(3S*,4S*)-4-amino-4-(2-fluorophenyl)tetrahydrofuran-3-carboxylate). RXN SMILES: [NH2:1][C@@:2]1([C:10]2[CH:15]=[CH:14][CH:13]=[CH:12][C:11]=2[F:16])[CH2:6][O:5][CH2:4][C@H:3]1[C:7]([OH:9])=[O:8].S(=O)(=O)(O)O.[CH3:22]O>>[NH2:1][C@@:2]1([C:10]2[CH:15]=[CH:14][CH:13]=[CH:12][C:11]=2[F:16])[CH2:6][O:5][CH2:4][C@H:3]1[C:7]([O:9][CH3:22])=[O:8]. Procedure: (±)-(3S*,4S*)-4-Amino-4-(2-fluorophenyl)tetrahydrofuran-3-carboxylic acid (0.22 g) was transferred into the reaction vessel. Methanol (15 mL) was transferred into the reaction vessel. Sulphuric acid (1 mL) was transferred into the reaction vessel. The reaction was stirred at 70° C. for 8 h. The reaction mixture was concentrated under reduced pressure. Saturated sodium bicarbonate (40 mL) was then added followed by an extraction with DCM (3×40 mL). The combined organic phases were dried over MgSO... The reactants are FB(F)F, c1ccc(COc2ccccc2Cc2ccc(C3CC3)cc2)cc1, ClCCl, CCOCC, CSC, O. Product: Oc1ccccc1Cc1ccc(C2CC2)cc1. Reaction SMILES: [B:9]([F:10])([F:11])[F:12].[CH2:13]([c:14]1[cH:15][cH:16][cH:17][cH:18][cH:19]1)[O:20][c:21]1[c:22]([CH2:27][c:28]2[cH:29][cH:30][c:31]([CH:34]3[CH2:35][CH2:36]3)[cH:32][cH:33]2)[cH:23][cH:24][cH:25][cH:26]1.[CH2:38]([Cl:39])[Cl:40].[CH2:4]([O:5][CH2:6][CH3:7])[CH3:8].[CH3:1][S:2][CH3:3].[OH2:37]>>[OH:20][c:21]1[c:22]([CH2:27][c:28]2[cH:29][cH:30][c:31]([CH:34]3[CH2:35][CH2:36]3)[cH:32][cH:33]2)[cH:23][cH:24][cH:25][cH:26]1.